From a dataset of the Open Reaction Database (ORD), a public repository of structured organic reaction records. describe an organic reaction: reactants, conditions, products, and yield Starting materials: C1CCOC1, C1CCCCC1, CC(C)[N-]C(C)C, [Li+], O=CC=CC1CCN(Cc2ccccc2)CC1, c1ccc2scnc2c1. Yields the product OC(C=CC1CCN(Cc2ccccc2)CC1)c1nc2ccccc2s1. As a reaction SMILES: [CH2:35]1[O:36][CH2:37][CH2:38][CH2:39]1.[CH2:40]1[CH2:41][CH2:42][CH2:43][CH2:44][CH2:45]1.[CH:10]([N-:11][CH:12]([CH3:13])[CH3:14])([CH3:15])[CH3:16].[Li+:17].[c:18]1([CH2:24][N:25]2[CH2:26][CH2:27][CH:28]([CH:31]=[CH:32][CH:33]=[O:34])[CH2:29][CH2:30]2)[cH:19][cH:20][cH:21][cH:22][cH:23]1.[cH:1]1[cH:2][cH:3][c:4]2[s:5][cH:6][n:7][c:8]2[cH:9]1>>[cH:1]1[cH:2][cH:3][c:4]2[s:5][c:6]([CH:33]([CH:32]=[CH:31][CH:28]3[CH2:27][CH2:26][N:25]([CH2:24][c:18]4[cH:19][cH:20][cH:21][cH:22][cH:23]4)[CH2:30][CH2:29]3)[OH:34])[n:7][c:8]2[cH:9]1. Starting materials: COc1ccc(Br)c(N)c1N, ClCCCl, CN(C)c1ccncc1, CC(C)c1ccc(C(=O)O)cc1, ClCCl. The product is COc1ccc(Br)c(N)c1NC(=O)c1ccc(C(C)C)cc1. RXN SMILES: [Br:1][c:2]1[c:3]([NH2:11])[c:4]([NH2:10])[c:5]([O:8][CH3:9])[cH:6][cH:7]1.[CH2:12]([Cl:13])[CH2:14][Cl:15].[CH3:28][N:29]([c:30]1[cH:31][cH:32][n:33][cH:34][cH:35]1)[CH3:36].[CH:16]([CH3:17])([CH3:18])[c:19]1[cH:20][cH:21][c:22]([C:23](=[O:24])[OH:25])[cH:26][cH:27]1.[Cl:37][CH2:38][Cl:39]>>[Br:1][c:2]1[c:3]([NH2:11])[c:4]([NH:10][C:23]([c:22]2[cH:21][cH:20][c:19]([CH:16]([CH3:17])[CH3:18])[cH:27][cH:26]2)=[O:24])[c:5]([O:8][CH3:9])[cH:6][cH:7]1. The reactants are C(C)(C)(C)OC(OCCN(CC1=CC=C(C=C1)C1=CC2=NC=CC(=C2S1)OC1=C(C=C(C=C1)NC(=S)NC(CC1=CC=CC=C1)=O)F)C(=O)OC(C)(C)C)=O (Carbonic acid 2-[tert-butoxycarbonyl-(4-{7-[2-fluoro-4-(3-phenylacetyl-thioureido)-phenoxy]-thieno[3,2-b]pyridin-2-yl}-benzyl)-amino]-ethyl ester tert-butyl ester), C(Cl)Cl (DCM), C(=O)(C(F)(F)F)O (TFA). Conditions: time 3 hour. Yields the product FC=1C=C(C=CC1OC1=C2C(=NC=C1)C=C(S2)C2=CC=C(C=C2)CNCCO)NC(=S)NC(CC2=CC=CC=C2)=O (1-(3-Fluoro-4-(2-(4-((2-hydroxyethylamino)methyl)phenyl)thieno[3,2-b]pyridin-7-yloxy)phenyl)-3-(2-phenylacetyl)thiourea), di-TFA. Yield: 51.0%. Reaction SMILES: C(OC(=O)[O:7][CH2:8][CH2:9][N:10](C(OC(C)(C)C)=O)[CH2:11][C:12]1[CH:17]=[CH:16][C:15]([C:18]2[S:26][C:25]3[C:20](=[N:21][CH:22]=[CH:23][C:24]=3[O:27][C:28]3[CH:33]=[CH:32][C:31]([NH:34][C:35]([NH:37][C:38](=[O:46])[CH2:39][C:40]4[CH:45]=[CH:44][CH:43]=[CH:42][CH:41]=4)=[S:36])=[CH:30][C:29]=3[F:47])[CH:19]=2)=[CH:14][CH:13]=1)(C)(C)C.C(Cl)Cl.C(O)(C(F)(F)F)=O>>[F:47][C:29]1[CH:30]=[C:31]([NH:34][C:35]([NH:37][C:38](=[O:46])[CH2:39][C:40]2[CH:41]=[CH:42][CH:43]=[CH:44][CH:45]=2)=[S:36])[CH:32]=[CH:33][C:28]=1[O:27][C:24]1[CH:23]=[CH:22][N:21]=[C:20]2[CH:19]=[C:18]([C:15]3[CH:14]=[CH:13][C:12]([CH2:11][NH:10][CH2:9][CH2:8][OH:7])=[CH:17][CH:16]=3)[S:26][C:25]=12. Procedure: To a solution of 62 in DCM (190 mg, 0.24 mmol) was added TFA (excess) at room temperature and the reaction mixture was stirred for 3 hrs, evaporated under reduced pressure and the residual solid was triturated with Et2O to afford the title compound 63 as the di-TFA salt (100 mg, 51% yield). 1H NMR (400 MHz, DMSO-d6) δ (ppm): 12.49 (s, 1H), 11.84 (s, 1H), 8.89 (s, 1H), 8.53 (d, J=5.1 Hz, 1H), 8.14 (s, 1H), 8.01 (m, 1H), 7.62 (dd, J=2.5 and 7.7 Hz, 2H), 7.54 (d, J=2.7 Hz, 2H), 7.33 (m, 4H), 7.28 (... Starting materials: OC(CNC1=C(C=NC2=CC=CN=C12)[N+](=O)[O-])(C)C (N-(2-Hydroxy-2-methylpropyl)-3-nitro[1,5]naphthyridin-4-amine). Reagents/catalysts: [Pt] (platinum on carbon). The solvent is C(C)(C)O (isopropanol). Product: OC(CNC1=C(C=NC2=CC=CN=C12)N)(C)C (N4-(2-hydroxy-2-methylpropyl)[1,5]naphthyridin-3,4-diamine). RXN SMILES: [OH:1][C:2]([CH3:19])([CH3:18])[CH2:3][NH:4][C:5]1[C:14]2[C:9](=[CH:10][CH:11]=[CH:12][N:13]=2)[N:8]=[CH:7][C:6]=1[N+:15]([O-])=O>[Pt].C(O)(C)C>[OH:1][C:2]([CH3:19])([CH3:18])[CH2:3][NH:4][C:5]1[C:14]2[C:9](=[CH:10][CH:11]=[CH:12][N:13]=2)[N:8]=[CH:7][C:6]=1[NH2:15]. Procedure: N-(2-Hydroxy-2-methylpropyl)-3-nitro[1,5]naphthyridin-4-amine (44.12 g, 0.17 mol), 5% platinum on carbon (4.4 g) and isopropanol (890 mL) were combined in a Parr vessel and placed under hydrogen pressure (35 psi, 2.4×105 Pa) overnight. The reaction mixture was filtered through a layer of filtering agent. The layer of filtering agent was rinsed well with isopropanol. The filtrate was concentrated under reduced pressure to provide N4-(2-hydroxy-2-methylpropyl)[1,5]naphthyridin-3,4-diamine as a thi... Starting materials: FC1=CC(=CC=C1N)C (6-fluoro-4-methylaniline), CC(C)(C)OC (MTBE), BrBr (Bromine). Run in O (water). Reaction conditions: temperature 18 celsius, time 30 minute. The product is BrC1=C(N)C(=CC(=C1)C)F (2-Bromo-6-fluoro-4-methylaniline). Reaction SMILES: [F:1][C:2]1[C:7]([NH2:8])=[CH:6][CH:5]=[C:4]([CH3:9])[CH:3]=1.CC(OC)(C)C.[Br:16]Br>O>[Br:16][C:6]1[CH:5]=[C:4]([CH3:9])[CH:3]=[C:2]([F:1])[C:7]=1[NH2:8]. Procedure: 6-fluoro-4-methylaniline 6 (15 kg) was added to a mixture of MTBE (92 L, 66.6 kg) calcium carbonate (12 kg) and water (135 kg), inerted and cooled to <5° C. Bromine (18.22 kg) was charged, keeping T<10° C. Age for 30 minutes at T<10° C. The batch was warmed to ˜18° C. and allowed to settle. The reactants are [Al+3], C=CCC(C#N)c1ccc(OC)cc1, CCOCC, [H-], [H-], [H-], [H-], [Li+], O. The product is C=CCC(CN)c1ccc(OC)cc1. RXN SMILES: [Al+3:16].[CH2:1]([CH:2]=[CH2:3])[CH:4]([C:5]#[N:6])[c:7]1[cH:8][cH:9][c:10]([O:13][CH3:14])[cH:11][cH:12]1.[CH3:22][CH2:23][O:24][CH2:25][CH3:26].[H-:15].[H-:18].[H-:19].[H-:20].[Li+:17].[OH2:21]>>[CH2:1]([CH:2]=[CH2:3])[CH:4]([CH2:5][NH2:6])[c:7]1[cH:8][cH:9][c:10]([O:13][CH3:14])[cH:11][cH:12]1. Reactants: O=C([O-])[O-], CC(C)(C)OC(=O)N1CCc2[nH]c(-c3ccnc(N)n3)c(I)c2C1=O, CI, ClCCl, [Cs+], [Cs+], CN(C)C=O, O. Product: Cn1c2c(c(I)c1-c1ccnc(N)n1)C(=O)N(C(=O)OC(C)(C)C)CC2. Reaction SMILES: [C:1](=[O:2])([O-:3])[O-:4].[C:7]([CH3:8])([CH3:9])([CH3:10])[O:11][C:12](=[O:13])[N:14]1[C:15](=[O:31])[c:16]2[c:17]([nH:20][c:21](-[c:24]3[n:25][c:26]([NH2:30])[n:27][cH:28][cH:29]3)[c:22]2[I:23])[CH2:18][CH2:19]1.[CH3:32][I:33].[Cl:40][CH2:41][Cl:42].[Cs+:5].[Cs+:6].[O:35]=[CH:36][N:37]([CH3:38])[CH3:39].[OH2:34]>>[CH3:1][n:20]1[c:17]2[c:16]([c:22]([I:23])[c:21]1-[c:24]1[n:25][c:26]([NH2:30])[n:27][cH:28][cH:29]1)[C:15](=[O:31])[N:14]([C:12]([O:11][C:7]([CH3:8])([CH3:9])[CH3:10])=[O:13])[CH2:19][CH2:18]2. The reactants are O (water), SCC(=O)OCC (Ethyl 2-mercaptoacetate), C(=O)([O-])[O-].[K+].[K+] (K2CO3), O1COC2=C1C=CC(=C2)C(CBr)=O (1-(1,3-benzodioxol-5-yl)-2-bromoethanone). Run in CC(=O)C (acetone), C(C)OCC (Diethyl ether). Product: O1COC2=C1C=CC(=C2)C(CSCC(=O)OCC)=O (Ethyl {[2-(1,3-benzodioxol-5-yl)-2-oxoethyl]thio}acetate). Reaction SMILES: [SH:1][CH2:2][C:3]([O:5][CH2:6][CH3:7])=[O:4].C([O-])([O-])=O.[K+].[K+].[O:14]1[C:18]2[CH:19]=[CH:20][C:21]([C:23](=[O:26])[CH2:24]Br)=[CH:22][C:17]=2[O:16][CH2:15]1.O>CC(C)=O.C(OCC)C>[O:14]1[C:18]2[CH:19]=[CH:20][C:21]([C:23](=[O:26])[CH2:24][S:1][CH2:2][C:3]([O:5][CH2:6][CH3:7])=[O:4])=[CH:22][C:17]=2[O:16][CH2:15]1 |f:1.2.3|. Procedure: Ethyl 2-mercaptoacetate (9.68 mL, 88.3 mmol) was added dropwise to a suspension of K2CO3 (12.2 g, 88.3 mmol) and 1-(1,3-benzodioxol-5-yl)-2-bromoethanone (21.4 g, 88.3 mmol) in dry acetone (100 mL). The mixture was stirred at reflux for seven hours, cooled at an icebath and added 200 mL water. Diethyl ether (400 mL) was added and the phases were separated. The aqueous layer was extracted with diethyl ether (200 mL) and the combined organic layers were washed with brine (200 mL), dried (MgSO4) an... The reactants are C(CCC)C=1N(C(=C(N1)Cl)COC)CC1=CC=C(C=C1)C(=O)OC (2-n-Butyl-1-(4-carbomethoxybenzyl)-4-chloro-5-(methoxymethyl)imidazole), [OH-].[K+] (KOH). The solvent is O (water), CO (methanol), CO (methanol). Yields the product C(CCC)C=1N(C(=C(N1)Cl)COC)CC1=CC=C(C=C1)C(=O)O (2-n-Butyl-1-(4-carboxybenzyl)-4-chloro-5-(methoxymethyl)imidazole). Isolated yield 65.8%. Reaction SMILES: [CH2:1]([C:5]1[N:6]([CH2:14][C:15]2[CH:20]=[CH:19][C:18]([C:21]([O:23]C)=[O:22])=[CH:17][CH:16]=2)[C:7]([CH2:11][O:12][CH3:13])=[C:8]([Cl:10])[N:9]=1)[CH2:2][CH2:3][CH3:4].[OH-].[K+]>O.CO>[CH2:1]([C:5]1[N:6]([CH2:14][C:15]2[CH:16]=[CH:17][C:18]([C:21]([OH:23])=[O:22])=[CH:19][CH:20]=2)[C:7]([CH2:11][O:12][CH3:13])=[C:8]([Cl:10])[N:9]=1)[CH2:2][CH2:3][CH3:4] |f:1.2|. Reported procedure: 2-n-Butyl-1-(4-carbomethoxybenzyl)-4-chloro-5-(methoxymethyl)imidazole (15.2 g, 43.3 mmol, 1 eq), 0.5N KOH in methanol (130 mL, 65.0 mmol, 1.5 eq), water (10 mL) and methanol (50 mL) were mixed and refluxed for 4 hours. The solvent was removed in vacuo and the residue dissolved in water (300 mL). The pH was adjusted to 4 with conc. HCl and this aqueous mixture extracted with ethyl acetate (3×300 mL). The organic layers were combined, dried (MgSO4), the solved removed in vacuo and the crude resid... The reactants are C(C)OC(CCCNC(=O)N1CC2=CC=CC=C2CC1)OCC (3,4-Dihydro-1H-isoquinoline-2-carboxylic acid (4,4-diethoxy-butyl)-amide), O=CCCCNC(=O)C1CCCCC1 (cyclohexanecarboxylic acid (4-oxo-butyl)-amide). Product: O=CCCCNC(=O)N1CC2=CC=CC=C2CC1 (3,4-Dihydro-1H-isoquinoline-2-carboxylic acid (4-oxo-butyl)-amide). RXN SMILES: C([O:3][CH:4](OCC)[CH2:5][CH2:6][CH2:7][NH:8][C:9]([N:11]1[CH2:20][CH2:19][C:18]2[C:13](=[CH:14][CH:15]=[CH:16][CH:17]=2)[CH2:12]1)=[O:10])C.O=CCCCNC(C1CCCCC1)=O>>[O:3]=[CH:4][CH2:5][CH2:6][CH2:7][NH:8][C:9]([N:11]1[CH2:20][CH2:19][C:18]2[C:13](=[CH:14][CH:15]=[CH:16][CH:17]=2)[CH2:12]1)=[O:10]. Procedure details: 3,4-Dihydro-1H-isoquinoline-2-carboxylic acid (4-oxo-butyl)-amide is prepared from 24B as described for 20B.